The task is: describe an organic reaction: reactants, conditions, products, and yield. This data is from the Open Reaction Database (ORD), a public repository of structured organic reaction records. Starting materials: Cl.N[C@H]([C@@H](CNC1(CC1)C1=CC(=CC=C1)C(F)(F)F)O)CC1=CC(=CC(=C1)F)F ((2R,3S)-3-amino-4-(3,5-difluorophenyl)-1-({1-[3-(trifluoromethyl)phenyl]cyclopropyl}amino)butan-2-ol hydrochloride), CN(C=1C=C(C=2CCN(C(C2C1)=O)C(CCC)CCC)C(=O)O)S(=O)(=O)C (7-[methyl(methylsulfonyl)amino]-1-oxo-2-(1-propylbutyl)-1,2,3,4-tetrahydroisoquinoline-5-carboxylic acid), OC1=CC=CC=2NN=NC21 (hydroxybenzotriazole), Cl.CN(CCCN=C=NCC)C (1-(3-dimethylaminopropyl)-3-ethylcarbodiimide hydrochloride), C(C)(C)N(C(C)C)CC (N,N-diisopropylethylamine). Solvent: ClCCl (dichloromethane), O (water). Conditions: time 20 hour. Product: FC=1C=C(C[C@@H]([C@@H](CNC2(CC2)C2=CC(=CC=C2)C(F)(F)F)O)NC(=O)C=2C=3CCN(C(C3C=C(C2)N(S(=O)(=O)C)C)=O)C(CCC)CCC)C=C(C1)F (N-[(1S,2R)-1-(3,5-difluorobenzyl)-2-hydroxy-3-({1-[3-(trifluoromethyl)phenyl]cyclopropyl}amino)propyl]-7-[methyl(methylsulfonyl)amino]-1-oxo-2-(1-propylbutyl)-1,2,3,4-tetrahydroisoquinoline-5-carboxamide). Yield: 79.4%. Reaction SMILES: Cl.[NH2:2][C@@H:3]([CH2:21][C:22]1[CH:27]=[C:26]([F:28])[CH:25]=[C:24]([F:29])[CH:23]=1)[C@H:4]([OH:20])[CH2:5][NH:6][C:7]1([C:10]2[CH:15]=[CH:14][CH:13]=[C:12]([C:16]([F:19])([F:18])[F:17])[CH:11]=2)[CH2:9][CH2:8]1.[CH3:30][N:31]([S:53]([CH3:56])(=[O:55])=[O:54])[C:32]1[CH:33]=[C:34]([C:50](O)=[O:51])[C:35]2[CH2:36][CH2:37][N:38]([CH:43]([CH2:47][CH2:48][CH3:49])[CH2:44][CH2:45][CH3:46])[C:39](=[O:42])[C:40]=2[CH:41]=1.OC1C2N=NNC=2C=CC=1.Cl.CN(C)CCCN=C=NCC.C(N(CC)C(C)C)(C)C>ClCCl.O>[F:29][C:24]1[CH:23]=[C:22]([CH:27]=[C:26]([F:28])[CH:25]=1)[CH2:21][C@H:3]([NH:2][C:50]([C:34]1[C:35]2[CH2:36][CH2:37][N:38]([CH:43]([CH2:47][CH2:48][CH3:49])[CH2:44][CH2:45][CH3:46])[C:39](=[O:42])[C:40]=2[CH:41]=[C:32]([N:31]([CH3:30])[S:53]([CH3:56])(=[O:55])=[O:54])[CH:33]=1)=[O:51])[C@H:4]([OH:20])[CH2:5][NH:6][C:7]1([C:10]2[CH:15]=[CH:14][CH:13]=[C:12]([C:16]([F:17])([F:18])[F:19])[CH:11]=2)[CH2:9][CH2:8]1 |f:0.1,4.5|. Procedure: Poured into a suspension of 233 mg of (2R,3S)-3-amino-4-(3,5-difluorophenyl)-1-({1-[3-(trifluoromethyl)phenyl]cyclopropyl}amino)butan-2-ol hydrochloride (2:1), 278 mg of 7-[methyl(methylsulfonyl)amino]-1-oxo-2-(1-propylbutyl)-1,2,3,4-tetrahydroisoquinoline-5-carboxylic acid, 12 mg of hydroxybenzotriazole and 142 mg of 1-(3-dimethylaminopropyl)-3-ethylcarbodiimide hydrochloride in 10 cm3 of dichloromethane is 0.4 cm3 of N,N-diisopropylethylamine at a temperature close to 20° C. The solution is ke... The reactants are C(C1=CC=CC=C1)N=C=S (benzyl isothiocyanate), C(C1=CC=CC=C1)NC(NN)=S (4-benzyl-3-thiosemicarbazide), ClC(=O)OCC (ethyl chloroformate), C(C1=CC=CC=C1)N1C(=NN=C1S)O (4-benzyl-3-hydroxy-5-mercapto-1,2,4-triazole), BrC=1SC(=CN1)[N+](=O)[O-] (2-bromo-5-nitrothiazole). The product is C(C1=CC=CC=C1)N1C(=NN=C1SC=1SC(=CC1)[N+](=O)[O-])O (4-benzyl-3-hydroxy-5-[(5-nitrothien-2-yl)mercapto]1,2,4-triazole). Yield: 17.9%. RXN SMILES: C(N=C=S)C1C=CC=CC=1.C(NC(=S)NN)C1C=CC=CC=1.ClC(O[CH2:27][CH3:28])=O.[CH2:29]([N:36]1[C:40]([SH:41])=[N:39][N:38]=[C:37]1[OH:42])[C:30]1[CH:35]=[CH:34][CH:33]=[CH:32][CH:31]=1.Br[C:44]1[S:45][C:46]([N+:49]([O-:51])=[O:50])=CN=1>>[CH2:29]([N:36]1[C:40]([S:41][C:44]2[S:45][C:46]([N+:49]([O-:51])=[O:50])=[CH:27][CH:28]=2)=[N:39][N:38]=[C:37]1[OH:42])[C:30]1[CH:31]=[CH:32][CH:33]=[CH:34][CH:35]=1. Reported procedure: The title compound was prepared in a manner similar to that described in Example 5 starting with benzyl isothiocyanate. The intermediate 4-benzyl-3-thiosemicarbazide (1.81 g) was treated with ethyl chloroformate (1.09 g) as in Example 5. The reaction product 4-benzyl-3-hydroxy-5-mercapto-1,2,4-triazole (1.04 g) was reacted with 1.05 g of 2-bromo-5-nitrothiazole as in Example 5. Crystallization from ethanol and water gave 0.3 g of 4-benzyl-3-hydroxy-5-[(5-nitrothien-2-yl)mercapto]1,2,4-triazole, ... The reactants are B, CSC, CO, Cl, Cc1cc(Cl)cc(C(=O)O)c1N, C1CCOC1. Yields the product Cc1cc(Cl)cc(CO)c1N. As a reaction SMILES: [BH3:16].[CH3:13][S:14][CH3:15].[CH3:17][OH:18].[ClH:19].[NH2:1][c:2]1[c:3]([C:4](=[O:5])[OH:6])[cH:7][c:8]([Cl:12])[cH:9][c:10]1[CH3:11].[O:20]1[CH2:21][CH2:22][CH2:23][CH2:24]1>>[NH2:1][c:2]1[c:3]([CH2:4][OH:5])[cH:7][c:8]([Cl:12])[cH:9][c:10]1[CH3:11]. Reactants: ClC1=NC=C(C=N1)[N+](=O)[O-] (2-chloro-5-nitropyrimidine), C(CC#C)C(C(=O)OC(C)(C)C)C(=O)OCC (tert-butyl ethyl but-3-yn-1-ylpropanedioate), [H-].[Na+] (NaH). The solvent is CN(C)C=O (DMF), CN(C)C=O (DMF), CCOC(=O)C (EtOAc). Reaction conditions: temperature 40 celsius, time 30 minute. Yields the product C(CC#C)C(C(=O)OC(C)(C)C)(C(=O)OCC)C1=NC=C(C=N1)[N+](=O)[O-] (tert-butyl ethyl but-3-yn-1-yl(5-nitropyrimidin-2-yl)propanedioate). RXN SMILES: [H-].[Na+].[CH2:3]([CH:7]([C:15]([O:17][CH2:18][CH3:19])=[O:16])[C:8]([O:10][C:11]([CH3:14])([CH3:13])[CH3:12])=[O:9])[CH2:4][C:5]#[CH:6].Cl[C:21]1[N:26]=[CH:25][C:24]([N+:27]([O-:29])=[O:28])=[CH:23][N:22]=1>CN(C=O)C.CCOC(C)=O>[CH2:3]([C:7]([C:21]1[N:26]=[CH:25][C:24]([N+:27]([O-:29])=[O:28])=[CH:23][N:22]=1)([C:15]([O:17][CH2:18][CH3:19])=[O:16])[C:8]([O:10][C:11]([CH3:14])([CH3:13])[CH3:12])=[O:9])[CH2:4][C:5]#[CH:6] |f:0.1|. Procedure details: A suspension of NaH (60%, 2.5 g, 62.4 mmol) in 100 mL of DMF was added tert-butyl ethyl but-3-yn-1-ylpropanedioate (15 g, 62.4 mmol) drop-wise at 25° C. The mixture was stirred at 40° C. for 30 minutes and 2-chloro-5-nitropyrimidine (10.0 g, 62.4 mmol) in 50 mL of DMF was added dropwise. The resulting suspension was stirred at 50° C. for 2 hours and diluted with 500 mL of EtOAc. The mixture was washed with water (3×100 mL), brine, dried over anhydrous Na2SO4 and concentrated. The residue was pur... Reactants: COC1=CC(=CC(=C1O)OC)C=O (syringealdehyde), C(=O)=O (carbon dioxide), S(=O)(=O)(OC)OC (dimethyl sulfate), C([O-])([O-])=O.[K+].[K+] (potassium carbonate). Solvent: C1=CC=CC=C1 (benzene), O (water). Reaction conditions: temperature 75 celsius, time 1 hour. The product is COC=1C=C(C=O)C=C(C1OC)OC (3,4,5-trimethoxybenzaldehyde). Reaction SMILES: [CH3:1][O:2][C:3]1[C:8]([OH:9])=[C:7]([O:10][CH3:11])[CH:6]=[C:5]([CH:12]=[O:13])[CH:4]=1.S(OC)(O[CH3:18])(=O)=O.C(=O)([O-])[O-].[K+].[K+].C(=O)=O>C1C=CC=CC=1.O>[CH3:11][O:10][C:7]1[CH:6]=[C:5]([CH:4]=[C:3]([O:2][CH3:1])[C:8]=1[O:9][CH3:18])[CH:12]=[O:13] |f:2.3.4|. Procedure details: 25.0g syringealdehyde (0.137 mol), 26.6g of dimethyl sulfate (0.211 mol), and 27.7 g. of potassium carbonate (0.201 mol) were heated with stirring as in Example 1. When the temperature reached 45° C the mixture became fluid and carbon dioxide was given off. The temperature was slowly increased to 75° C and held at this value for 1 hour. Addition of water, acidification, and benzene extraction gave a quantitative yield of 3,4,5-trimethoxybenzaldehyde which contained no detectable syringealdehyde ... Starting materials: N#Cc1cccc2c1COc1ccc(OCc3ccc4ccc(Cl)cc4n3)cc1C2SCCC(=O)O, CCO, O. The product is NC(=O)c1cccc2c1COc1ccc(OCc3ccc4ccc(Cl)cc4n3)cc1C2SCCC(=O)O. As a reaction SMILES: [C:1](=[O:2])([OH:3])[CH2:4][CH2:5][S:6][CH:7]1[c:8]2[c:9]([cH:20][cH:21][c:22]([O:24][CH2:25][c:26]3[n:27][c:28]4[cH:29][c:30]([Cl:36])[cH:31][cH:32][c:33]4[cH:34][cH:35]3)[cH:23]2)[O:10][CH2:11][c:12]2[c:13]1[cH:14][cH:15][cH:16][c:17]2[C:18]#[N:19].[CH3:38][CH2:39][OH:40].[OH2:37]>>[C:1](=[O:2])([OH:3])[CH2:4][CH2:5][S:6][CH:7]1[c:8]2[c:9]([cH:20][cH:21][c:22]([O:24][CH2:25][c:26]3[n:27][c:28]4[cH:29][c:30]([Cl:36])[cH:31][cH:32][c:33]4[cH:34][cH:35]3)[cH:23]2)[O:10][CH2:11][c:12]2[c:13]1[cH:14][cH:15][cH:16][c:17]2[C:18]([NH2:19])=[O:37]. Starting materials: O (Water), BrC=1SC(=CC1)C(=O)O (2-Bromo-5-thiophenecarboxylic acid), C(C)O (ethanol), S(O)(O)(=O)=O (sulfuric acid), S(O)(O)(=O)=O (sulfuric acid). Product: BrC=1SC(=CC1)C(=O)OCC (2-bromo-5-ethoxycarbonylthiophene). As a reaction SMILES: [Br:1][C:2]1[S:3][C:4]([C:7]([OH:9])=[O:8])=[CH:5][CH:6]=1.S(=O)(=O)(O)O.O.[CH2:16](O)[CH3:17]>>[Br:1][C:2]1[S:3][C:4]([C:7]([O:9][CH2:16][CH3:17])=[O:8])=[CH:5][CH:6]=1. Reported procedure: 2-Bromo-5-thiophenecarboxylic acid (500 mg) was dissolved in ethanol (5 mL), conc. sulfuric acid (50 μL) was added and the mixture was heated under reflux for 4 hrs. Conc. sulfuric acid (50 μL) was further added and the mixture was heated under reflux for 5 hrs. Then, the mixture was allowed to return to room temperature. Water was added to the reaction mixture, and the mixture was extracted with ethyl acetate. The extract was washed with saturated brine, dried, and the solvent was evaporated un... Starting materials: NC=1C=NC=CC1OC (3-amino-4-methoxypyridine), C(CCC)[Li] (butyllithium), ClC1=NC(=NC(=N1)N1CCOCC1)N1C(=NC2=C1C=CC=C2)C(F)F (1-[4-chloro-6-(4-morpholinyl)-1,3,5-triazin-2-yl]-2-(difluoromethyl)-1H-benzimidazole). Yield: 47.7%. The solvent is C1CCOC1 (THF), C1CCOC1 (THF), C(C)(=O)O (acetic acid), O (water). Reported procedure: To a solution of 0.134 g (1.08 mmol) of 3-amino-4-methoxypyridine in THF (3 mL) was added 0.5 mL of butyllithium (2.5 M solution in hexanes), and the mixture was stirred for 15 min. A solution of 0.133 g (0.36 mmol) of 1-[4-chloro-6-(4-morpholinyl)-1,3,5-triazin-2-yl]-2-(difluoromethyl)-1H-benzimidazole in THF (6 mL) was added and the resulting mixture was stirred for 1 hr. After neutralization with acetic acid, the mixture was diluted with water and extracted with EtOAc. The organic layer was w... Run at time 15 minute. As a reaction SMILES: [NH2:1][C:2]1[CH:3]=[N:4][CH:5]=[CH:6][C:7]=1[O:8][CH3:9].C([Li])CCC.Cl[C:16]1[N:21]=[C:20]([N:22]2[CH2:27][CH2:26][O:25][CH2:24][CH2:23]2)[N:19]=[C:18]([N:28]2[C:32]3[CH:33]=[CH:34][CH:35]=[CH:36][C:31]=3[N:30]=[C:29]2[CH:37]([F:39])[F:38])[N:17]=1>C1COCC1.C(O)(=O)C.O>[F:39][CH:37]([F:38])[C:29]1[N:28]([C:18]2[N:19]=[C:20]([N:22]3[CH2:23][CH2:24][O:25][CH2:26][CH2:27]3)[N:21]=[C:16]([NH:1][C:2]3[CH:3]=[N:4][CH:5]=[CH:6][C:7]=3[O:8][CH3:9])[N:17]=2)[C:32]2[CH:33]=[CH:34][CH:35]=[CH:36][C:31]=2[N:30]=1. The product is FC(C1=NC2=C(N1C1=NC(=NC(=N1)N1CCOCC1)NC=1C=NC=CC1OC)C=CC=C2)F (4-[2-(difluoromethyl)-1H-benzimidazol-1-yl]-N-(4-methoxy-3-pyridinyl)-6-(4-morpholinyl)-1,3,5-triazin-2-amine). Reactants: ClC(Cl)[SiH3] (dichloromethylsilane), C[Mg]Cl (methylmagnesium chloride), Grignard reagent, BrC1=CC=C(C=C1)OCC (4-bromophenetole), [Mg] (magnesium). Solvent: O1CCCC1 (tetrahydrofuran), O1CCCC1 (tetrahydrofuran), O (water), O1CCCC1 (tetrahydrofuran). Conditions: time 1 hour. The product is C(C)OC1=CC=C(C=C1)[SiH](C)C (4-ethoxyphenyldimethylsilane). Isolated yield 91.1%. Reaction SMILES: Br[C:2]1[CH:7]=[CH:6][C:5]([O:8][CH2:9][CH3:10])=[CH:4][CH:3]=1.[Mg].Cl[CH:13]([SiH3:15])Cl.[CH3:16][Mg]Cl>O1CCCC1.O>[CH2:9]([O:8][C:5]1[CH:6]=[CH:7][C:2]([SiH:15]([CH3:13])[CH3:16])=[CH:3][CH:4]=1)[CH3:10]. Reported procedure: A Grignard solution prepared from 481.4 g of 4-bromophenetole, 61.0 g of magnesium and 1820 ml of tetrahydrofuran is added dropwise at -40 ° C. to a solution of 316 g of dichloromethylsilane in 1450 ml cf anhydrous tetrahydrofuran. Stirring is subsequently continued for 1 hour at -40 ° C., and the mixture is allowed to slowly warm to room temperature. After 1175 ml of a 3M methylmagnesium chloride solution in tetrahydrofuran have been added, the mixture is refluxed for 1 hour and cooled to 30 ° ... Starting materials: COC(C[C@@H](C(=O)NC=1C=NC=CC1)NC(=O)OC(C)(C)C)=O (N-(3-pyridyl)-3(S)-(tert-butoxycarbonylamino)succinamic acid methyl ester), Cl (HCl). The reagents and catalysts are O=[Pt]=O (PtO2). Solvent: O1CCOCC1 (dioxane), CO (methanol). Conditions: time 2 hour. The product is Cl.COC(C[C@@H](C(=O)NC1CNCCC1)NC(=O)OC(C)(C)C)=O (N-(3-piperidyl)-3(S)-(tert-butoxycarbonylamino)succinamic acid methyl ester hydrochloride). As a reaction SMILES: [CH3:1][O:2][C:3](=[O:23])[CH2:4][C@H:5]([NH:15][C:16]([O:18][C:19]([CH3:22])([CH3:21])[CH3:20])=[O:17])[C:6]([NH:8][C:9]1[CH:10]=[N:11][CH:12]=[CH:13][CH:14]=1)=[O:7].[ClH:24]>O1CCOCC1.CO.O=[Pt]=O>[ClH:24].[CH3:1][O:2][C:3](=[O:23])[CH2:4][C@H:5]([NH:15][C:16]([O:18][C:19]([CH3:21])([CH3:20])[CH3:22])=[O:17])[C:6]([NH:8][CH:9]1[CH2:14][CH2:13][CH2:12][NH:11][CH2:10]1)=[O:7] |f:5.6|. Procedure: A mixture of N-(3-pyridyl)-3(S)-(tert-butoxycarbonylamino)succinamic acid methyl ester (3.91 g) and 4N HCl in dioxane (3.36 ml) and PtO2 (0.39 g) in methanol (40 ml) was hydrogenated at atmospheric pressure for 2 hours. After the catalyst was removed by filtration, the filtrate was concentrated in vacuo. The residue was recrystallized from diethyl ether to give N-(3-piperidyl)-3(S)-(tert-butoxycarbonylamino)succinamic acid methyl ester hydrochloride (3.67 g).